The task is: describe an organic reaction: reactants, conditions, products, and yield. This data is from the Open Reaction Database (ORD), a public repository of structured organic reaction records. Reactants: Br[Mg]c1ccccc1, CON(C)C(=O)C1CC(=O)N(C(C)c2ccccc2)C1, Cl, C1CCOC1. Yields the product CC(c1ccccc1)N1CC(C(=O)c2ccccc2)CC1=O. RXN SMILES: [Br:1][Mg:2][c:3]1[cH:4][cH:5][cH:6][cH:7][cH:8]1.[CH3:9][N:10]([C:11](=[O:12])[CH:13]1[CH2:14][N:15]([CH:19]([CH3:20])[c:21]2[cH:22][cH:23][cH:24][cH:25][cH:26]2)[C:16](=[O:18])[CH2:17]1)[O:27][CH3:28].[ClH:29].[O:30]1[CH2:31][CH2:32][CH2:33][CH2:34]1>>[c:3]1([C:11](=[O:12])[CH:13]2[CH2:14][N:15]([CH:19]([CH3:20])[c:21]3[cH:22][cH:23][cH:24][cH:25][cH:26]3)[C:16](=[O:18])[CH2:17]2)[cH:4][cH:5][cH:6][cH:7][cH:8]1. Reaction SMILES: [P:23]([Cl:24])([Cl:25])([Cl:26])=[O:27].[c:1]1([CH:7]([N:8]2[CH2:9][CH2:10][CH:11]([C:14](=[O:15])[NH2:16])[CH2:12][CH2:13]2)[c:17]2[cH:18][cH:19][cH:20][cH:21][cH:22]2)[cH:2][cH:3][cH:4][cH:5][cH:6]1>>[c:1]1([CH:7]([N:8]2[CH2:9][CH2:10][CH:11]([C:14]#[N:16])[CH2:12][CH2:13]2)[c:17]2[cH:18][cH:19][cH:20][cH:21][cH:22]2)[cH:2][cH:3][cH:4][cH:5][cH:6]1. Yields the product N#CC1CCN(C(c2ccccc2)c2ccccc2)CC1. Reactants: O=P(Cl)(Cl)Cl, NC(=O)C1CCN(C(c2ccccc2)c2ccccc2)CC1. Reactants: C(C)OC(=O)N1CCN(CC1)C=1N=C2C(N1)=CC=CC=C2 (4-(2-cycloheptimidazolyl)-piperazine-1-carboxylic acid ethyl ester), [OH-].[K+] (potassium hydroxide). Run in C(C)O (ethanol), O (water), O (Water). Product: N1(CCNCC1)C=1N=C2C(N1)=CC=CC=C2 (2-(1-PIPERAZINYL)CYCLOHEPTIMIDAZOLE). Isolated yield 126.2%. RXN SMILES: C(OC([N:6]1[CH2:11][CH2:10][N:9]([C:12]2[N:13]=[C:14]3[CH:21]=[CH:20][CH:19]=[CH:18][CH:17]=[C:15]3[N:16]=2)[CH2:8][CH2:7]1)=O)C.[OH-].[K+]>C(O)C.O>[N:9]1([C:12]2[N:16]=[C:15]3[CH:17]=[CH:18][CH:19]=[CH:20][CH:21]=[C:14]3[N:13]=2)[CH2:10][CH2:11][NH:6][CH2:7][CH2:8]1 |f:1.2|. Procedure details: A mixture of 4-(2-cycloheptimidazolyl)-piperazine-1-carboxylic acid ethyl ester (2.86 g, described in Example 1) and potassium hydroxide in ethanol (20 ml) and water (1.5 ml) was refluxed for 20 hr. Water was added and the ethanol was evaporated. Additional water was added and the solution was extracted with chloroform. The organic extract was dried and evaporated to give the title compound (2.7 g). To a solution of the title compound in chloroform and diethyl ether, a solution of hydrogen chlor... Reactants: CI (methyl iodide), C(C)(=O)NC=1C=NC2=CC=C(C=C2C1C1=CC=CC=C1)Cl (3-acetamido-6-chloro-4-phenylquinoline), [H-].[Na+] (sodium hydride). Run in O (water), CN(C=O)C (N,N-dimethylformamide), oil. Reaction conditions: time 30 minute. Yields the product ClC=1C=C2C(=C(C=NC2=CC1)N(C(C)=O)C)C1=CC=CC=C1 (6-chloro-3-(N-methylacetamido)-4-phenylquinoline). Reaction SMILES: [C:1]([NH:4][C:5]1[CH:6]=[N:7][C:8]2[C:13]([C:14]=1[C:15]1[CH:20]=[CH:19][CH:18]=[CH:17][CH:16]=1)=[CH:12][C:11]([Cl:21])=[CH:10][CH:9]=2)(=[O:3])[CH3:2].[H-].[Na+].[CH3:24]I>CN(C)C=O.O>[Cl:21][C:11]1[CH:12]=[C:13]2[C:8](=[CH:9][CH:10]=1)[N:7]=[CH:6][C:5]([N:4]([CH3:24])[C:1](=[O:3])[CH3:2])=[C:14]2[C:15]1[CH:16]=[CH:17][CH:18]=[CH:19][CH:20]=1 |f:1.2|. Procedure details: To a solution of 3-acetamido-6-chloro-4-phenylquinoline (1 g) in N,N-dimethylformamide (10 ml) was added 60% sodium hydride in oil (0.15 g). After stirring for 30 mins. at room temperature, to the mixture was added dropwise methyl iodide(0.25 ml) under stirring and then followed by stirring for 1 hr. at room temperature. After the mixture was diluted with water, the resultant precipitate was collected by filtration, and recrystallized from a mixture of methanol and chloroform to give 6-chloro-3-... Starting materials: C=CCN1CC(C)N(C(c2cccc(O)c2)c2cc(Br)cs2)CC1C, [Li]CCCC. Product: C=CCN1CC(C)N(C(c2cccc(O)c2)c2cccs2)CC1C. As a reaction SMILES: [CH2:1]([CH:2]=[CH2:3])[N:4]1[CH2:5][CH:6]([CH3:25])[N:7]([CH:11]([c:12]2[cH:13][c:14]([OH:18])[cH:15][cH:16][cH:17]2)[c:19]2[s:20][cH:21][c:22]([Br:24])[cH:23]2)[CH2:8][CH:9]1[CH3:10].[CH2:26]([Li:27])[CH2:28][CH2:29][CH3:30]>>[CH2:1]([CH:2]=[CH2:3])[N:4]1[CH2:5][CH:6]([CH3:25])[N:7]([CH:11]([c:12]2[cH:13][c:14]([OH:18])[cH:15][cH:16][cH:17]2)[c:19]2[s:20][cH:21][cH:22][cH:23]2)[CH2:8][CH:9]1[CH3:10]. The reactants are N, CC1=CC=C(S(=O)(Cl)=O)C=C1. Reagents/catalysts: O=C([O-])O.[Na+] (NaHCO3). The solvent is O (water), OCCOCCOCCOCCOCCO (PEG400), CC(C)=O (acetone). Conditions: temperature 25 celsius, pressure 100 psi, time 20 minute. Yields the product Cc1ccc(S(N)(=O)=O)cc1. Isolated yield 100.0%.